The task is: describe an organic reaction: reactants, conditions, products, and yield. This data is from the Open Reaction Database (ORD), a public repository of structured organic reaction records. The reactants are CC(C)c1ccc(N)c(Br)c1, CCOC(C)=O, COC(=O)c1cc(C)nc(Cl)n1, C1COCCO1. Product: COC(=O)c1cc(C)nc(Nc2ccc(C(C)C)cc2Br)n1. RXN SMILES: [Br:13][c:14]1[c:15]([NH2:16])[cH:17][cH:18][c:19]([CH:21]([CH3:22])[CH3:23])[cH:20]1.[CH3:24][CH2:25][O:26][C:27](=[O:28])[CH3:29].[Cl:1][c:2]1[n:3][c:4]([CH3:12])[cH:5][c:6]([C:8](=[O:9])[O:10][CH3:11])[n:7]1.[O:30]1[CH2:31][CH2:32][O:33][CH2:34][CH2:35]1>>[c:2]1([NH:16][c:15]2[c:14]([Br:13])[cH:20][c:19]([CH:21]([CH3:22])[CH3:23])[cH:18][cH:17]2)[n:3][c:4]([CH3:12])[cH:5][c:6]([C:8](=[O:9])[O:10][CH3:11])[n:7]1. The solvent is C1(=CC=CC=C1)OC (anisole). Product: C(=O)(O)CON=C(C(=O)NC1[C@@H]2N(C(=C(CS2)CSC=2SC=NN2)C(=O)O)C1=O)C=1N=C(SC1)N (7-[2-carboxymethoxyimino-2-(2-aminothiazol-4-yl)acetamido]-3-(1,3,4-thiadiazol-2-yl)thiomethyl-3-cephem-4-carboxylic acid). Yield: 82.5%. Reaction SMILES: FC(F)(F)C(O)=O.C([O:12][C:13]([CH2:15][O:16][N:17]=[C:18]([C:41]1[N:42]=[C:43]([NH2:46])[S:44][CH:45]=1)[C:19]([NH:21][CH:22]1[C:39](=[O:40])[N:24]2[C:25]([C:36]([OH:38])=[O:37])=[C:26]([CH2:29][S:30][C:31]3[S:32][CH:33]=[N:34][N:35]=3)[CH2:27][S:28][C@H:23]12)=[O:20])=[O:14])(C)(C)C>C1(OC)C=CC=CC=1>[C:13]([CH2:15][O:16][N:17]=[C:18]([C:41]1[N:42]=[C:43]([NH2:46])[S:44][CH:45]=1)[C:19]([NH:21][CH:22]1[C:39](=[O:40])[N:24]2[C:25]([C:36]([OH:38])=[O:37])=[C:26]([CH2:29][S:30][C:31]3[S:32][CH:33]=[N:34][N:35]=3)[CH2:27][S:28][C@H:23]12)=[O:20])([OH:14])=[O:12]. Procedure details: Trifluoroacetic acid (4 ml.) was added under ice-cooling to a stirred suspension of 7-[2-t-butoxycarbonylmethoxyimino-2-(2-aminothiazol-4-yl)acetamido]-3-(1,3,4-thiadiazol-2-yl)thiomethyl-3-cephem-4-carboxylic acid (syn isomer) (1.0 g.) in anisole (1 ml.), and the resultant mixture was stirred for 70 minutes at ambient temperature. The reaction mixture was concentrated under reduced pressure and diethyl ether was added thereto. Precipitates were collected by filtration, washed with diethyl ether... Reactants: FC(C(=O)O)(F)F (Trifluoroacetic acid), C(C)(C)(C)OC(=O)CON=C(C(=O)NC1[C@@H]2N(C(=C(CS2)CSC=2SC=NN2)C(=O)O)C1=O)C=1N=C(SC1)N (7-[2-t-butoxycarbonylmethoxyimino-2-(2-aminothiazol-4-yl)acetamido]-3-(1,3,4-thiadiazol-2-yl)thiomethyl-3-cephem-4-carboxylic acid), resultant mixture. Starting materials: NN1C(=NC2=CC=CC=C2C1=O)C(C)C (3-Amino-2-isopropyl-4(3H)-quinazolinone), ClC12CC3(CC(CC(C1)C3)C2)CC(=O)Cl ((3-Chloroadamantan-1-yl)acetyl chloride). The product is ClC12CC3(CC(CC(C1)C3)C2)CC(=O)NN2C(=NC3=CC=CC=C3C2=O)C(C)C (2-[3-chloro-1-adamantyl]-N-(2-isopropyl-4-oxoquinazolin-3(4H)-yl)acetamide). Reaction SMILES: [NH2:1][N:2]1[C:11](=[O:12])[C:10]2[C:5](=[CH:6][CH:7]=[CH:8][CH:9]=2)[N:4]=[C:3]1[CH:13]([CH3:15])[CH3:14].[Cl:16][C:17]12[CH2:26][CH:21]3[CH2:22][CH:23]([CH2:25][C:19]([CH2:27][C:28](Cl)=[O:29])([CH2:20]3)[CH2:18]1)[CH2:24]2>>[Cl:16][C:17]12[CH2:26][CH:21]3[CH2:22][CH:23]([CH2:25][C:19]([CH2:27][C:28]([NH:1][N:2]4[C:11](=[O:12])[C:10]5[C:5](=[CH:6][CH:7]=[CH:8][CH:9]=5)[N:4]=[C:3]4[CH:13]([CH3:15])[CH3:14])=[O:29])([CH2:20]3)[CH2:18]1)[CH2:24]2. Procedure: 3-Amino-2-isopropyl-4(3H)-quinazolinone and the product of Example 21A were reacted as described in Example 5 to provide the title compound. 1H NMR (300 MHz, DMSO-d6) δ ppm 1.21-1.26 (m, 6H), 1.51-1.74 (m, 6H), 1.99-2.19 (m, 8H), 2.25 (s, 2H), 3.08-3.17 (m, 1H), 7.51-7.56 (m, 1H), 7.67 (d, J=8.3 Hz, 1H), 7.82-7.88 (m, 1H), 8.13 (dd, J=7.9, 1.6 Hz, 1H), 10.89 (s, 1H) ppm; MS (DCI/NH3) m/z 414 (M+H)+; Elemental Analysis: Calculated for C23H28ClN3O2: C, 66.74; H, 6.82; N, 10.15. Found: C, 66.65; H,... The reactants are CC1CN(c2ncc(Cl)cc2Cl)CCN1c1nc2c(Br)cc(C(F)(F)F)cc2[nH]1, OB(O)c1ccc(Cl)cc1. The product is CC1CN(c2ncc(Cl)cc2Cl)CCN1c1nc2cc(C(F)(F)F)cc(-c3ccc(Cl)cc3)c2[nH]1. As a reaction SMILES: [Br:1][c:2]1[cH:3][c:4]([C:26]([F:27])([F:28])[F:29])[cH:5][c:6]2[nH:7][c:8]([N:11]3[CH:12]([CH3:25])[CH2:13][N:14]([c:17]4[n:18][cH:19][c:20]([Cl:24])[cH:21][c:22]4[Cl:23])[CH2:15][CH2:16]3)[n:9][c:10]12.[Cl:30][c:31]1[cH:32][cH:33][c:34]([B:37]([OH:38])[OH:39])[cH:35][cH:36]1>>[c:2]1(-[c:34]2[cH:33][cH:32][c:31]([Cl:30])[cH:36][cH:35]2)[cH:3][c:4]([C:26]([F:27])([F:28])[F:29])[cH:5][c:6]2[n:7][c:8]([N:11]3[CH:12]([CH3:25])[CH2:13][N:14]([c:17]4[n:18][cH:19][c:20]([Cl:24])[cH:21][c:22]4[Cl:23])[CH2:15][CH2:16]3)[nH:9][c:10]12. Reactants: CCN=C=NCCCN(C)C, CN(C)C=O, CCOC(C)=O, O=C(O)c1cccc2c(Cl)cccc12, Cl, NC(Cc1ccc(CC(F)(F)C(F)(F)F)cc1)C(O)c1cccc(Cl)c1, O, On1nnc2ccccc21. Product: O=C(NC(Cc1ccc(CC(F)(F)C(F)(F)F)cc1)C(O)c1cccc(Cl)c1)c1cccc2c(Cl)cccc12. Reaction SMILES: [CH2:16]([N:17]=[C:18]=[N:19][CH2:20][CH2:21][CH2:22][N:23]([CH3:24])[CH3:25])[CH3:26].[CH3:64][N:65]([CH3:66])[CH:67]=[O:68].[CH3:69][CH2:70][O:71][C:72](=[O:73])[CH3:74].[Cl:1][c:2]1[c:3]2[cH:4][cH:5][cH:6][c:7]([C:12](=[O:13])[OH:14])[c:8]2[cH:9][cH:10][cH:11]1.[ClH:15].[NH2:38][CH:39]([CH:40]([OH:41])[c:42]1[cH:43][c:44]([Cl:48])[cH:45][cH:46][cH:47]1)[CH2:49][c:50]1[cH:51][cH:52][c:53]([CH2:56][C:57]([C:58]([F:59])([F:60])[F:61])([F:62])[F:63])[cH:54][cH:55]1.[OH2:27].[OH:28][n:29]1[c:30]2[cH:31][cH:32][cH:33][cH:34][c:35]2[n:36][n:37]1>>[Cl:1][c:2]1[c:3]2[cH:4][cH:5][cH:6][c:7]([C:12](=[O:14])[NH:38][CH:39]([CH:40]([OH:41])[c:42]3[cH:43][c:44]([Cl:48])[cH:45][cH:46][cH:47]3)[CH2:49][c:50]3[cH:51][cH:52][c:53]([CH2:56][C:57]([C:58]([F:59])([F:60])[F:61])([F:62])[F:63])[cH:54][cH:55]3)[c:8]2[cH:9][cH:10][cH:11]1. The reactants are [Br-], CC(=O)[CH-]C(C)=O, C1CCOC1, C[Mg+], CN1CCCC1=O, CCOCC, COC(=O)c1nccn2cc(-c3ccc(F)cc3)nc12. The product is Cc1nccn2cc(-c3ccc(F)cc3)nc12. As a reaction SMILES: [Br-:1].[CH-:29]([C:30](=[O:31])[CH3:32])[C:33](=[O:34])[CH3:35].[CH2:43]1[O:44][CH2:45][CH2:46][CH2:47]1.[CH3:2][Mg+:3].[CH3:36][N:37]1[CH2:38][CH2:39][CH2:40][C:41]1=[O:42].[CH3:4][CH2:5][O:6][CH2:7][CH3:8].[CH3:9][O:10][C:11](=[O:12])[c:13]1[c:14]2[n:15]([cH:16][cH:17][n:18]1)[cH:19][c:20](-[c:22]1[cH:23][cH:24][c:25]([F:28])[cH:26][cH:27]1)[n:21]2>>[CH3:11][c:13]1[c:14]2[n:15]([cH:16][cH:17][n:18]1)[cH:19][c:20](-[c:22]1[cH:23][cH:24][c:25]([F:28])[cH:26][cH:27]1)[n:21]2.